This data is from the Open Reaction Database (ORD), a public repository of structured organic reaction records. The task is: describe an organic reaction: reactants, conditions, products, and yield The reactants are F[B-](F)(F)F, CC#N, O=N[O-], O, Oc1ccc2[nH]ncc2c1. Product: O=[N+]([O-])c1c(O)ccc2[nH]ncc12. Reaction SMILES: [B-:4]([F:5])([F:6])([F:7])[F:8].[CH3:20][C:21]#[N:22].[N:1](=[O:2])[O-:3].[OH2:19].[nH:9]1[n:10][cH:11][c:12]2[cH:13][c:14]([OH:18])[cH:15][cH:16][c:17]12>>[N+:1](=[O:2])([O-:3])[c:13]1[c:12]2[cH:11][n:10][nH:9][c:17]2[cH:16][cH:15][c:14]1[OH:18]. Starting materials: C(C)(C)(C)C=1N=C(C=2C(N1)=NN(N2)CC)N2CC(CC2)(F)F (5-tert-Butyl-7-(3,3-difluoro-pyrrolidin-1-yl)-2-ethyl-2H-[1,2,3]triazolo[4,5-d]pyrimidine), C(C)(C)(C)C=1N=C(C2=C(N1)NN=N2)N2CC(CC2)(F)F (5-tert-butyl-7-(3,3-difluoropyrrolidin-1-yl)-3H-[1,2,3]triazolo[4,5-d]pyrimidine), FC(S(=O)(=O)OCC(F)(F)F)(F)F (2,2,2-trifluoroethyl trifluoromethanesulfonate). Yields the product C(C)(C)(C)C=1N=C(C=2C(N1)=NN(N2)CC(F)(F)F)N2CC(CC2)(F)F (5-tert-Butyl-7-(3,3-difluoro-pyrrolidin-1-yl)-2-(2,2,2-trifluoro-ethyl)-2H-[1,2,3]triazolo[4,5-d]pyrimidine), solid. Yield: 20.0%. Reaction SMILES: C(C1N=C(N2CCC(F)(F)C2)C2C(=NN(CC)N=2)N=1)(C)(C)C.[C:23]([C:27]1[N:28]=[C:29]([N:36]2[CH2:40][CH2:39][C:38]([F:42])([F:41])[CH2:37]2)[C:30]2[N:35]=[N:34][NH:33][C:31]=2[N:32]=1)([CH3:26])([CH3:25])[CH3:24].FC(F)(F)S(O[CH2:49][C:50]([F:53])([F:52])[F:51])(=O)=O>>[C:23]([C:27]1[N:28]=[C:29]([N:36]2[CH2:40][CH2:39][C:38]([F:41])([F:42])[CH2:37]2)[C:30]2[C:31](=[N:33][N:34]([CH2:49][C:50]([F:53])([F:52])[F:51])[N:35]=2)[N:32]=1)([CH3:26])([CH3:24])[CH3:25]. Reported procedure: In analogy to the procedure described for the synthesis of 5-tert-butyl-7-(3,3-difluoro-pyrrolidin-1-yl)-2-ethyl-2H-[1,2,3]triazolo[4,5-d]pyrimidine (example 3, step b), the title compound was prepared from 5-tert-butyl-7-(3,3-difluoropyrrolidin-1-yl)-3H-[1,2,3]triazolo[4,5-d]pyrimidine and 2,2,2-trifluoroethyl trifluoromethanesulfonate and isolated as light-yellow solid (3.0 mg, 20%). MS (m/e): 365.3 (MH+). The reactants are CCCCCC(CC(=O)Nc1cc(C(N)=O)ccc1C(C)(C)C)c1ccc(OC)cc1OC, CC(=O)n1ccnc1, CC#N, CCOC(C)=O. Product: CCCCCC(CC(=O)Nc1cc(C(=O)NC(C)=O)ccc1C(C)(C)C)c1ccc(OC)cc1OC. As a reaction SMILES: [C:1]([CH3:2])([CH3:3])([CH3:4])[c:5]1[c:6]([NH:14][C:15]([CH2:16][CH:17]([CH2:18][CH2:19][CH2:20][CH2:21][CH3:22])[c:23]2[c:24]([O:31][CH3:32])[cH:25][c:26]([O:29][CH3:30])[cH:27][cH:28]2)=[O:33])[cH:7][c:8]([C:11]([NH2:12])=[O:13])[cH:9][cH:10]1.[C:34]([CH3:35])(=[O:36])[n:37]1[cH:38][cH:39][n:40][cH:41]1.[CH3:42][C:43]#[N:44].[CH3:45][CH2:46][O:47][C:48](=[O:49])[CH3:50]>>[C:1]([CH3:2])([CH3:3])([CH3:4])[c:5]1[c:6]([NH:14][C:15]([CH2:16][CH:17]([CH2:18][CH2:19][CH2:20][CH2:21][CH3:22])[c:23]2[c:24]([O:31][CH3:32])[cH:25][c:26]([O:29][CH3:30])[cH:27][cH:28]2)=[O:33])[cH:7][c:8]([C:11]([NH:12][C:34]([CH3:35])=[O:36])=[O:13])[cH:9][cH:10]1.